From a dataset of the Open Reaction Database (ORD), a public repository of structured organic reaction records. describe an organic reaction: reactants, conditions, products, and yield Reactants: C[C@](C(=O)[O-])(CCCCCC)N1C(=NC=C1)NC(C1=C(C=CC=C1)S(=O)(=O)O)=O.[K] ((R)-methyl-[(2-sulfobenzoyl)amino-1H-imidazol-1-yl]-octanoate potassium), [OH-].[Na+] (NaOH). The solvent is O (H2O), C(C)O (ethanol). Conditions: time 3 hour. The product is S(=O)(=O)(O)C1=C(C(=O)NC=2N(C=CN2)[C@@H](C(=O)O)CCCCCC)C=CC=C1 ((R)-[(2-sulfobenzoyl)amino-1H-imidazol-1-yl]-octanoic acid). Yield: 43.3%. RXN SMILES: C[C@@:2]([N:12]1[CH:16]=[CH:15][N:14]=[C:13]1[NH:17][C:18](=[O:29])[C:19]1[CH:24]=[CH:23][CH:22]=[CH:21][C:20]=1[S:25]([OH:28])(=[O:27])=[O:26])([CH2:6][CH2:7][CH2:8][CH2:9][CH2:10][CH3:11])[C:3]([O-:5])=[O:4].[K].[OH-].[Na+]>O.C(O)C>[S:25]([C:20]1[CH:21]=[CH:22][CH:23]=[CH:24][C:19]=1[C:18]([NH:17][C:13]1[N:12]([C@H:2]([CH2:6][CH2:7][CH2:8][CH2:9][CH2:10][CH3:11])[C:3]([OH:5])=[O:4])[CH:16]=[CH:15][N:14]=1)=[O:29])([OH:28])(=[O:26])=[O:27] |f:0.1,2.3,^1:29|. Procedure details: The potassium salt (22.5 g) was dissolved in a mixture of 200 mL H2O and 100 mL of ethanol. To this solution was added 1N NaOH (53 mL). The reaction was allowed to stir for 3 hours. Ethanol was then removed in vacuo, and the aqueous acidified to pH=1.5 with 5N HCl. This solution was extratced with 10% ethanol/ethyl acetate (3×200 mL). The organic was dried (Na2SO4) and concentrated in vacuo to give 8.65 g (46% for two steps) of (R)-[(2-sulfobenzoyl)amino-1H-imidazol-1-yl]-octanoic acid as a whit... Starting materials: [Br-], c1ccc(COCCC[P+](c2ccccc2)(c2ccccc2)c2ccccc2)cc1, CCOC(=O)c1sc(-n2cnc3ccc(C=O)cc32)nc1-c1cccc(Cl)c1, [Li]c1ccccc1, C1CCOC1. The product is CCOC(=O)c1sc(-n2cnc3ccc(C=CCCOCc4ccccc4)cc32)nc1-c1cccc(Cl)c1. RXN SMILES: [Br-:1].[CH2:2]([c:3]1[cH:4][cH:5][cH:6][cH:7][cH:8]1)[O:9][CH2:10][CH2:11][CH2:12][P+:13]([c:14]1[cH:15][cH:16][cH:17][cH:18][cH:19]1)([c:20]1[cH:21][cH:22][cH:23][cH:24][cH:25]1)[c:26]1[cH:27][cH:28][cH:29][cH:30][cH:31]1.[CH2:39]([CH3:40])[O:41][C:42](=[O:43])[c:44]1[c:45](-[c:60]2[cH:61][c:62]([Cl:66])[cH:63][cH:64][cH:65]2)[n:46][c:47](-[n:49]2[cH:50][n:51][c:52]3[c:53]2[cH:54][c:55]([CH:58]=[O:59])[cH:56][cH:57]3)[s:48]1.[Li:32][c:33]1[cH:34][cH:35][cH:36][cH:37][cH:38]1.[O:67]1[CH2:68][CH2:69][CH2:70][CH2:71]1>>[CH2:2]([c:3]1[cH:4][cH:5][cH:6][cH:7][cH:8]1)[O:9][CH2:10][CH2:11][CH:12]=[CH:58][c:55]1[cH:54][c:53]2[n:49](-[c:47]3[n:46][c:45](-[c:60]4[cH:61][c:62]([Cl:66])[cH:63][cH:64][cH:65]4)[c:44]([C:42]([O:41][CH2:39][CH3:40])=[O:43])[s:48]3)[cH:50][n:51][c:52]2[cH:57][cH:56]1. Reactants: C[O-].[Na+] (Sodium methoxide), SC1=NNC(=N1)S (3,5-dimercapto-1,2,4-triazole), C(C1=CC=CC=C1)Cl (benzyl chloride). Isolated yield 59.2%. As a reaction SMILES: C[O-].[Na+].[SH:4][C:5]1[N:9]=[C:8]([SH:10])[NH:7][N:6]=1.[CH2:11](Cl)[C:12]1[CH:17]=[CH:16][CH:15]=[CH:14][CH:13]=1>CO>[CH2:11]([S:4][C:5]1[N:9]=[C:8]([SH:10])[NH:7][N:6]=1)[C:12]1[CH:17]=[CH:16][CH:15]=[CH:14][CH:13]=1 |f:0.1|. Procedure: Sodium methoxide (35.1 g) was added portionwise to 3,5-dimercapto-1,2,4-triazole (86.4 g) in methanol (400 ml) with stirring and cooling to 5° to 15° C. under nitrogen. After stirring for 5 minutes, the formed derivative was treated dropwise with benzyl chloride (79.7 g) at 5° to 10° C. over a period of 1 hour. The mixture was then stirred for about 20 hours at ambient temperature, then filtered. The precipitate was washed with a little ice-cold methanol, and then with water, to give 83.2 g of d... Solvent: CO (methanol). Yields the product C(C1=CC=CC=C1)SC1=NNC(=N1)S (3-Benzylthio-5-mercapto-1,2,4-triazole). The reactants are BrCC1=CC=C(C=C1)C=1C(=CC=CC1)C#N (4'-bromomethyl-1,1'-biphenyl-2-nitrile), C(C)(C)(C)OC(=O)N[C@H]1C(NC2=C(CC1)C=CC=C2)=O (3(R)-t-Butoxycarbonylamino-2,3,4,5-tetrahydro-1H-1-benzazepin-2-one), C29H29N3 O3. Product: C(C)(C)(C)OC(=O)N[C@H]1C(N(C2=C(CC1)C=CC=C2)CC2=CC=C(C=C2)C2=C(C=CC=C2)C#N)=O (3(R)-t-Butoxycarbonylamino-2,3,4,5-tetrahydro-1-[[2'-cyano[1,1'-biphenyl]-4-yl]methyl]-1H-benzazepin-2-one). Reaction SMILES: Br[CH2:2][C:3]1[CH:8]=[CH:7][C:6]([C:9]2[C:10]([C:15]#[N:16])=[CH:11][CH:12]=[CH:13][CH:14]=2)=[CH:5][CH:4]=1.[C:17]([O:21][C:22]([NH:24][C@@H:25]1[CH2:31][CH2:30][C:29]2[CH:32]=[CH:33][CH:34]=[CH:35][C:28]=2[NH:27][C:26]1=[O:36])=[O:23])([CH3:20])([CH3:19])[CH3:18]>>[C:17]([O:21][C:22]([NH:24][C@@H:25]1[CH2:31][CH2:30][C:29]2[CH:32]=[CH:33][CH:34]=[CH:35][C:28]=2[N:27]([CH2:2][C:3]2[CH:8]=[CH:7][C:6]([C:9]3[CH:14]=[CH:13][CH:12]=[CH:11][C:10]=3[C:15]#[N:16])=[CH:5][CH:4]=2)[C:26]1=[O:36])=[O:23])([CH3:20])([CH3:18])[CH3:19]. Procedure: Prepared from 4'-bromomethyl-1,1'-biphenyl-2-nitrile (prepared by the method of M. Fisher, et al, U.S. Pat. No. 5,206,235) and 3(R)-t-butoxycarbonylamino-2,3,4,5-tetrahydro-1H-1-benzazepin-2-one (Step A) by the procedure described in Example 1, Step Q. 1H NMR (400 MHz, CDCl3): δ 1.39 (s, 9H), 1.90 (m, 1H), 2.40-2.60 (m, 3H), 4.28 (m, 1H), 4.94 (d, 15 Hz, 1H), 5.20 (d, 15 Hz, 1H), 5.43 (d, 7 Hz, 1H), 7.1-7.3 (m, 4H), 7.33 (d, 8 Hz, 2H), 7.35-7.50 (m, 4H), 7.60 (t, 8 Hz, 1H), 7.72 (d, 8 Hz, 1H). F... Reactants: COCC(=O)N1C(CN(C(C1)(C)C)CC1=C2C(=NC(=C1)C1=CC=C(C=C1)OCOC)N(N=C2C)C2OCCCC2)(C)C (2-Methoxy-1-{4-[6-(4-methoxymethoxy-phenyl)-3-methyl-1-(tetrahydro-pyran-2-yl)-1H-pyrazolo[3,4-b]pyridin-4-ylmethyl]-2,2,5,5-tetramethyl-piperazin-1-yl}-ethanone), Cl (hydrochloric acid). The solvent is O1CCOCC1 (dioxane). Yields the product OC1=CC=C(C=C1)C1=CC(=C2C(=N1)NN=C2C)CN2CC(N(CC2(C)C)C(COC)=O)(C)C (1-{4-[6-(4-Hydroxy-phenyl)-3-methyl-1H-pyrazolo[3,4-b]pyridin-4-ylmethyl]-2,2,5,5-tetramethyl-piperazin-1-yl}-2-methoxy-ethanone). Reaction SMILES: [CH3:1][O:2][CH2:3][C:4]([N:6]1[CH2:11][C:10]([CH3:13])([CH3:12])[N:9]([CH2:14][C:15]2[CH:20]=[C:19]([C:21]3[CH:26]=[CH:25][C:24]([O:27]COC)=[CH:23][CH:22]=3)[N:18]=[C:17]3[N:31](C4CCCCO4)[N:32]=[C:33]([CH3:34])[C:16]=23)[CH2:8][C:7]1([CH3:42])[CH3:41])=[O:5].Cl>O1CCOCC1>[OH:27][C:24]1[CH:23]=[CH:22][C:21]([C:19]2[N:18]=[C:17]3[NH:31][N:32]=[C:33]([CH3:34])[C:16]3=[C:15]([CH2:14][N:9]3[C:10]([CH3:13])([CH3:12])[CH2:11][N:6]([C:4](=[O:5])[CH2:3][O:2][CH3:1])[C:7]([CH3:42])([CH3:41])[CH2:8]3)[CH:20]=2)=[CH:26][CH:25]=1. Procedure: 93 mg of 2-Methoxy-1-{4-[6-(4-methoxymethoxy-phenyl)-3-methyl-1-(tetrahydro-pyran-2-yl)-1H-pyrazolo[3,4-b]pyridin-4-ylmethyl]-2,2,5,5-tetramethyl-piperazin-1-yl}-ethanone were dissolved in 2.5 ml of dioxane and reacted with 2 ml hydrochloric acid (4M in dioxane). The volatiles were removed after 16 h. After purification by preparative HPLC 25 mg of the title compound were obtained. Procedure details: Ethyl 3-[2-(4-chlorophenyl)-1,3-thiazol-5-yl]-4-{2-[3-(5,6,7,8-tetrahydro-1,8-naphthyridin-2-yl )propyl]-1,3-thiazol-4-yl}butanoate hydrochloride (Scheme 3, Step 2), (180 mg, 0.281 mmol) was dissolved in THF. Upon cooling to 0° C., 0.84 mL LiOH (1M) was added and allowed to stir at room temperature overnight. The reaction was acidified to pH=1 with HCl and concentrated in vacuo. The residue was purified via reverse phase HPLC to yield the title compound (239 mg, 78%). 1H NMR (DMSO-d6) δ1.77–1.87... Yields the product Cl.ClC1=CC=C(C=C1)C=1SC(=CN1)C(CC(=O)O)CC=1N=C(SC1)CCCC1=NC=2NCCCC2C=C1 (3-[2-(4-Chlorophenyl)-1,3-thiazol-5-yl]-4-{2-[3-(5,6,7,8-tetrahydro-1,8-naphthyridin-2-yl)propyl]-1,3-thiazol-4-yl}butanoic acid hydrochloride). Starting materials: [Li+].[OH-] (LiOH), Cl.ClC1=CC=C(C=C1)C=1SC(=CN1)C(CC(=O)OCC)CC=1N=C(SC1)CCCC1=NC=2NCCCC2C=C1 (Ethyl 3-[2-(4-chlorophenyl)-1,3-thiazol-5-yl]-4-{2-[3-(5,6,7,8-tetrahydro-1,8-naphthyridin-2-yl )propyl]-1,3-thiazol-4-yl}butanoate hydrochloride), Cl (HCl). Isolated yield 295.5%. Conditions: temperature 0 celsius, time 8 hour. RXN SMILES: Cl.[Cl:2][C:3]1[CH:8]=[CH:7][C:6]([C:9]2[S:10][C:11]([CH:14]([CH2:21][C:22]3[N:23]=[C:24]([CH2:27][CH2:28][CH2:29][C:30]4[CH:39]=[CH:38][C:37]5[CH2:36][CH2:35][CH2:34][NH:33][C:32]=5[N:31]=4)[S:25][CH:26]=3)[CH2:15][C:16]([O:18]CC)=[O:17])=[CH:12][N:13]=2)=[CH:5][CH:4]=1.[Li+].[OH-].Cl>C1COCC1>[ClH:2].[Cl:2][C:3]1[CH:8]=[CH:7][C:6]([C:9]2[S:10][C:11]([CH:14]([CH2:21][C:22]3[N:23]=[C:24]([CH2:27][CH2:28][CH2:29][C:30]4[CH:39]=[CH:38][C:37]5[CH2:36][CH2:35][CH2:34][NH:33][C:32]=5[N:31]=4)[S:25][CH:26]=3)[CH2:15][C:16]([OH:18])=[O:17])=[CH:12][N:13]=2)=[CH:5][CH:4]=1 |f:0.1,2.3,6.7|. Solvent: C1CCOC1 (THF).